Task: describe an organic reaction: reactants, conditions, products, and yield. Dataset: the Open Reaction Database (ORD), a public repository of structured organic reaction records Run in C(C)O (ethanol), O (water). As a reaction SMILES: [F:1][C:2]1[CH:7]=[CH:6][C:5]([C:8]2[O:12][C:11]([CH:13]3[CH2:18][CH2:17][N:16](C(=O)C)[CH2:15][CH2:14]3)=[N:10][C:9]=2[CH2:22][O:23][CH3:24])=[CH:4][CH:3]=1.[OH-].[Na+]>C(O)C.O>[F:1][C:2]1[CH:7]=[CH:6][C:5]([C:8]2[O:12][C:11]([CH:13]3[CH2:14][CH2:15][NH:16][CH2:17][CH2:18]3)=[N:10][C:9]=2[CH2:22][O:23][CH3:24])=[CH:4][CH:3]=1 |f:1.2|. Reactants: FC1=CC=C(C=C1)C1=C(N=C(O1)C1CCN(CC1)C(C)=O)COC (1-{4-[5-(4-fluoro-phenyl)-4-methoxymethyl-oxazol-2-yl]-piperidin-1-yl}-ethanone), [OH-].[Na+] (sodium hydroxide). Procedure details: A solution of 1-{4-[5-(4-fluoro-phenyl)-4-methoxymethyl-oxazol-2-yl]-piperidin-1-yl}-ethanone (0.79 g; 2.38 mmol) in ethanol (8 ml) is treated with a solution of sodium hydroxide (1.9 g; 47.59 mmol) in water (4 ml) and heated to 75 C. for 16 hours. Ethanol is removed in a rotary evaporator and the residue partitioned between ethyl acetate (100 ml) and water (20 ml). The aqueous phase is washed with ethyl acetate (2×30 ml) and chloroform (2×30 ml). The organic phases are washed with saturated bri... Product: FC1=CC=C(C=C1)C1=C(N=C(O1)C1CCNCC1)COC (4-[5-(4-Fluoro-Phenyl)-4-Methoxymethyl-Oxazol-2-yl]-Piperidine). Run at time 16 hour. Isolated yield 79.6%. Starting materials: O=C([O-])[O-], CN1CCCC1, COc1ccc(-c2cc(Cl)nc(SC)n2)cn1, NCCc1c(F)cccc1Cl, [Na+], [Na+], O. The product is COc1ccc(-c2cc(NCCc3c(F)cccc3Cl)nc(SC)n2)cn1. RXN SMILES: [C:12](=[O:13])([O-:14])[O-:15].[CH3:35][N:36]1[CH2:37][CH2:38][CH2:39][CH2:40]1.[Cl:18][c:19]1[n:20][c:21]([S:33][CH3:34])[n:22][c:23](-[c:25]2[cH:26][n:27][c:28]([O:31][CH3:32])[cH:29][cH:30]2)[cH:24]1.[Cl:1][c:2]1[c:3]([CH2:9][CH2:10][NH2:11])[c:4]([F:8])[cH:5][cH:6][cH:7]1.[Na+:16].[Na+:17].[OH2:41]>>[Cl:1][c:2]1[c:3]([CH2:9][CH2:10][NH:11][c:19]2[n:20][c:21]([S:33][CH3:34])[n:22][c:23](-[c:25]3[cH:26][n:27][c:28]([O:31][CH3:32])[cH:29][cH:30]3)[cH:24]2)[c:4]([F:8])[cH:5][cH:6][cH:7]1.